From a dataset of the Open Reaction Database (ORD), a public repository of structured organic reaction records. describe an organic reaction: reactants, conditions, products, and yield Reactants: CO, COC(=O)C1C(=Cc2ccc(Cl)cc2)CCC1(C)C, [Na]. Product: COC(=O)C1=C(Cc2ccc(Cl)cc2)CCC1(C)C. Reaction SMILES: [CH3:21][OH:22].[Cl:1][c:2]1[cH:3][cH:4][c:5]([CH:6]=[C:7]2[CH:8]([C:14](=[O:15])[O:16][CH3:17])[C:9]([CH3:12])([CH3:13])[CH2:10][CH2:11]2)[cH:18][cH:19]1.[Na:20]>>[Cl:1][c:2]1[cH:3][cH:4][c:5]([CH2:6][C:7]2=[C:8]([C:14](=[O:15])[O:16][CH3:17])[C:9]([CH3:12])([CH3:13])[CH2:10][CH2:11]2)[cH:18][cH:19]1. Starting materials: Cl.N=C1SC=C(N1)C(C(=O)NC1[C@@H]2N(C(=C(CS2)COC(C)=O)C(=O)O)C1=O)=NO (7-[2-(2-imino-4-thiazolin-4-yl)-2-hydroxyimino-acetamido]-3-acetoxymethyl-3-cephem-4-carboxylic acid hydrochloride), CN1C(=NN=C1)S (4-methyl-1,2,4-triazole-3-thiol), C(O)([O-])=O.[Na+] (sodium hydrogen carbonate), O (water). Run in P(=O)([O-])([O-])[O-] (phosphate). Reaction conditions: temperature 70 celsius, time 3.5 hour. Yields the product N=C1SC=C(N1)C(C(=O)NC1[C@@H]2N(C(=C(CS2)CSC2=NN=CN2C)C(=O)[O-])C1=O)=NO.[Na+] (sodium 7-[2-(2-imino-4-thiazolin-4-yl)-2-hydroxyimino-acetamido]-3-(4-methyl-1,2,4-triazol-3-yl)thiomethyl-3-cephem-4-carboxylate). Reaction SMILES: Cl.[NH:2]=[C:3]1[NH:7][C:6]([C:8](=[N:29][OH:30])[C:9]([NH:11][CH:12]2[C:27](=[O:28])[N:14]3[C:15]([C:24]([OH:26])=[O:25])=[C:16]([CH2:19]OC(=O)C)[CH2:17][S:18][C@H:13]23)=[O:10])=[CH:5][S:4]1.[CH3:31][N:32]1[CH:36]=[N:35][N:34]=[C:33]1[SH:37].C(=O)([O-])O.[Na+:42].O>P([O-])([O-])([O-])=O>[NH:2]=[C:3]1[NH:7][C:6]([C:8](=[N:29][OH:30])[C:9]([NH:11][CH:12]2[C:27](=[O:28])[N:14]3[C:15]([C:24]([O-:26])=[O:25])=[C:16]([CH2:19][S:37][C:33]4[N:32]([CH3:31])[CH:36]=[N:35][N:34]=4)[CH2:17][S:18][C@H:13]23)=[O:10])=[CH:5][S:4]1.[Na+:42] |f:0.1,3.4,7.8|. Procedure: In 20 ml of phosphate buffer (0.2M, pH 6.4) there was dissolved 0.883 g of 7-[2-(2-imino-4-thiazolin-4-yl)-2-hydroxyimino-acetamido]-3-acetoxymethyl-3-cephem-4-carboxylic acid hydrochloride (syn-isomer) together with 0.23 g of 4-methyl-1,2,4-triazole-3-thiol and 0.336 g of sodium hydrogen carbonate and the mixed solution was stirred at a temperature of 70° C. for 3.5 hours. The reaction mixture was subjected to column chromatography on polystyrene resin (Amberlite XAD-2, Rohm and Haas Co.), deve... The reactants are C[O-], CO, COC(=O)CCCCCCCC(=O)CCC(=O)C(OC)OC, [Na+], [Na]. Yields the product COC(=O)CCCCCCC1=C(C(OC)OC)CCC1=O. As a reaction SMILES: [CH3:1][O-:2].[CH3:27][OH:28].[CH3:5][O:6][C:7]([CH2:8][CH2:9][CH2:10][CH2:11][CH2:12][CH2:13][CH2:14][C:15]([CH2:16][CH2:17][C:18]([CH:19]([O:20][CH3:21])[O:22][CH3:23])=[O:24])=[O:25])=[O:26].[Na+:3].[Na:4]>>[CH3:5][O:6][C:7]([CH2:8][CH2:9][CH2:10][CH2:11][CH2:12][CH2:13][C:14]1=[C:18]([CH:19]([O:20][CH3:21])[O:22][CH3:23])[CH2:17][CH2:16][C:15]1=[O:25])=[O:26]. The reactants are COc1ccc(CNc2cnc3cc(OC)ccc3n2)c(OC)c1, ClCCl, O=C(O)C(F)(F)F. Yields the product COc1ccc2nc(N)cnc2c1. Reaction SMILES: [CH3:1][O:2][c:3]1[cH:4][c:5]([O:19][CH3:20])[cH:21][cH:22][c:23]1[CH2:24][NH:6][c:7]1[n:8][c:9]2[cH:10][cH:11][c:12]([O:17][CH3:18])[cH:13][c:14]2[n:15][cH:16]1.[Cl:32][CH2:33][Cl:34].[F:25][C:26]([F:27])([F:28])[C:29]([OH:30])=[O:31]>>[NH2:6][c:7]1[n:8][c:9]2[cH:10][cH:11][c:12]([O:17][CH3:18])[cH:13][c:14]2[n:15][cH:16]1. The reactants are O=C1CCC(=O)N1Br, Cc1ccc2ccc3nc(C)[nH]c(=O)c3c2c1, c1ccccc1. Product: Cc1nc2ccc3ccc(CBr)cc3c2c(=O)[nH]1. Reaction SMILES: [Br:18][N:19]1[C:20](=[O:21])[CH2:22][CH2:23][C:24]1=[O:25].[CH3:1][c:2]1[n:3][c:4]2[cH:5][cH:6][c:7]3[c:8]([c:9]2[c:10](=[O:12])[nH:11]1)[cH:13][c:14]([CH3:17])[cH:15][cH:16]3.[cH:26]1[cH:27][cH:28][cH:29][cH:30][cH:31]1>>[CH3:1][c:2]1[n:3][c:4]2[cH:5][cH:6][c:7]3[c:8]([c:9]2[c:10](=[O:12])[nH:11]1)[cH:13][c:14]([CH2:17][Br:18])[cH:15][cH:16]3. Starting materials: P(Cl)(Cl)(Cl)(Cl)Cl (phosphorus pentachloride), 86, CN1S(N=C(NC1=O)CC)(=O)=O (2-methyl-5-ethyl-2H-1,2,4,6-thiatriazine-3-one-1,1-dioxide), P(=O)(Cl)(Cl)Cl (phosphorus oxychloride). The solvent is ClCCCl (1,2-dichloroethane). Product: ClC=1N(S(N=C(N1)CC)(=O)=O)C (3-chloro-2-methyl-5-ethyl-2H-1,2,4,6-thiatriazine-1,1-dioxide). As a reaction SMILES: P(Cl)(Cl)(Cl)(Cl)Cl.[CH3:7][N:8]1[C:13](=O)[NH:12][C:11]([CH2:15][CH3:16])=[N:10][S:9]1(=[O:18])=[O:17].P(Cl)(Cl)([Cl:21])=O>ClCCCl>[Cl:21][C:13]1[N:8]([CH3:7])[S:9](=[O:18])(=[O:17])[N:10]=[C:11]([CH2:15][CH3:16])[N:12]=1. Procedure: 110 parts of phosphorus pentachloride were added to a stirred mixture of 86 parts of 2-methyl-5-ethyl-2H-1,2,4,6-thiatriazine-3-one-1,1-dioxide, 100 parts of 1,2-dichloroethane and 112 parts of phosphorus oxychloride at room temperature. The reaction mixture was then stirred under reflux for 12 hours. After concentration, 94 parts (100% of theory) of 3-chloro-2-methyl-5-ethyl-2H-1,2,4,6-thiatriazine-1,1-dioxide of nD25 =1.5331 were obtained. (NMR (60 MHz, CDCl3): CH3 -N 3.7δ). The very pure prod...